Dataset: the Open Reaction Database (ORD), a public repository of structured organic reaction records. Task: describe an organic reaction: reactants, conditions, products, and yield The reactants are O=C([O-])[O-], CC(C)[S-], [K+], [K+], [Na+], N#Cc1ccc(C2OCCCO2)c(F)c1, CN(C)C=O. The product is CC(C)Sc1cc(C#N)ccc1C1OCCCO1. RXN SMILES: [C:21](=[O:22])([O-:23])[O-:24].[CH3:16][CH:17]([CH3:18])[S-:19].[K+:25].[K+:26].[Na+:20].[O:1]1[CH:2]([c:7]2[c:8]([F:15])[cH:9][c:10]([C:11]#[N:12])[cH:13][cH:14]2)[O:3][CH2:4][CH2:5][CH2:6]1.[O:27]=[CH:28][N:29]([CH3:30])[CH3:31]>>[O:1]1[CH:2]([c:7]2[c:8]([S:19][CH:17]([CH3:16])[CH3:18])[cH:9][c:10]([C:11]#[N:12])[cH:13][cH:14]2)[O:3][CH2:4][CH2:5][CH2:6]1. Starting materials: BrCC(=O)N1C(NC(C1)=O)(C)C (1-(2-bromoacetyl)-2,2-dimethyl-4-imidazolidinone), N (ammonia). Yields the product Br.NCC(=O)N1C(NC(C1)=O)(C)C (1-(2-aminoacetyl)-2,2-dimethyl-4-imidazolidinone hydrobromide). As a reaction SMILES: [Br:1][CH2:2][C:3]([N:5]1[CH2:9][C:8](=[O:10])[NH:7][C:6]1([CH3:12])[CH3:11])=[O:4].[NH3:13]>>[BrH:1].[NH2:13][CH2:2][C:3]([N:5]1[CH2:9][C:8](=[O:10])[NH:7][C:6]1([CH3:12])[CH3:11])=[O:4] |f:2.3|. Reported procedure: A solution of 1-(2-bromoacetyl)-2,2-dimethyl-4-imidazolidinone (2 g) in 33% ammonia solution (80 ml) was stirred at room temperature overnight. After evaporation under reduced pressure, the residue was dissolved in dry ethanol and evaporated again to give 1-(2-aminoacetyl)-2,2-dimethyl-4-imidazolidinone hydrobromide as a white deliquescent powder (Rf 0.33, n-butanol/water/acetic acid 6:2:2, silica gel plates). The latter compound can also be prepared using the chloroacetyl derivative in a simila... The solvent is C(Cl)Cl (CH2Cl2), C(Cl)Cl (CH2Cl2). Procedure details: Dicyclohexylcarbodiimide (1.07 g, 5 mmol) in 20 mL CH2Cl2 is added to a stirred solution containing 1.54 g (4.7 mmol) 5-(difluoromethoxy)-2-(4-isopropyl-4-methyl-5-oxo-2-imidazolin-2-yl)nicotinic acid in 30 mL CH2Cl2 under nitrogen at room temperature. The mixture is stirred overnight, filtered and concentrated to give the product, 7-(difluoromethoxy)-2-isopropyl-2-methyl-5H-imidazo[1',2':1,2]pyrrolo[3,4-b]pyridine-3(2H), 5-dione. RXN SMILES: C1(N=C=NC2CCCCC2)CCCCC1.[F:16][CH:17]([F:38])[O:18][C:19]1[CH:20]=[N:21][C:22]([C:28]2[NH:29][C:30](=[O:37])[C:31]([CH:34]([CH3:36])[CH3:35])([CH3:33])[N:32]=2)=[C:23]([CH:27]=1)[C:24](O)=[O:25]>C(Cl)Cl>[F:16][CH:17]([F:38])[O:18][C:19]1[CH:27]=[C:23]2[C:24](=[O:25])[N:29]3[C:30](=[O:37])[C:31]([CH:34]([CH3:36])[CH3:35])([CH3:33])[N:32]=[C:28]3[C:22]2=[N:21][CH:20]=1. Run at time 8 hour. Reactants: C1(CCCCC1)N=C=NC1CCCCC1 (Dicyclohexylcarbodiimide), FC(OC=1C=NC(=C(C(=O)O)C1)C=1NC(C(N1)(C)C(C)C)=O)F (5-(difluoromethoxy)-2-(4-isopropyl-4-methyl-5-oxo-2-imidazolin-2-yl)nicotinic acid). Product: FC(OC=1C=C2C(=NC1)C=1N(C2=O)C(C(N1)(C)C(C)C)=O)F (7-(difluoromethoxy)-2-isopropyl-2-methyl-5H-imidazo[1',2':1,2]pyrrolo[3,4-b]pyridine-3(2H), 5-dione). Yields the product CCCCCCCCCCOc1cc(OCCCOc2ccc(OCc3ccccc3)cc2)cc(C(=O)OC)c1. As a reaction SMILES: [Br:31][CH2:32][CH2:33][CH2:34][CH2:35][CH2:36][CH2:37][CH2:38][CH2:39][CH2:40][CH3:41].[C:42](=[O:43])([O-:44])[O-:45].[CH3:1][O:2][C:3]([c:4]1[cH:5][c:6]([OH:29])[cH:7][c:8]([O:10][CH2:11][CH2:12][CH2:13][O:14][c:15]2[cH:16][cH:17][c:18]([O:21][CH2:22][c:23]3[cH:24][cH:25][cH:26][cH:27][cH:28]3)[cH:19][cH:20]2)[cH:9]1)=[O:30].[K+:46].[K+:47].[O:48]=[CH:49][N:50]([CH3:51])[CH3:52]>>[CH3:1][O:2][C:3]([c:4]1[cH:5][c:6]([O:29][CH2:32][CH2:33][CH2:34][CH2:35][CH2:36][CH2:37][CH2:38][CH2:39][CH2:40][CH3:41])[cH:7][c:8]([O:10][CH2:11][CH2:12][CH2:13][O:14][c:15]2[cH:16][cH:17][c:18]([O:21][CH2:22][c:23]3[cH:24][cH:25][cH:26][cH:27][cH:28]3)[cH:19][cH:20]2)[cH:9]1)=[O:30]. Starting materials: CCCCCCCCCCBr, O=C([O-])[O-], COC(=O)c1cc(O)cc(OCCCOc2ccc(OCc3ccccc3)cc2)c1, [K+], [K+], CN(C)C=O. The reactants are C1=CC=CC=2CN(CC3=C(C21)C=CC=C3)C(OCC)=N (ethyl 5,7-dihydro-6H-dibenz[c,e]azepine-6-carboximidate), ClC1=NC(=CC(=C1)C(=O)Cl)Cl (2,6-dichloropyridine-4-carboxylic acid chloride). Yields the product ClC=1C=C(C(=O)N=C(OCC)N2CC3=C(C4=C(C2)C=CC=C4)C=CC=C3)C=C(N1)Cl (ethyl N-(2,6-dichloroisonicotinoyl)-5,7-dihydro-6H-dibenz[c,e]azepine-6-carboximidate). RXN SMILES: [CH:1]1[C:11]2[C:10]3[CH:12]=[CH:13][CH:14]=[CH:15][C:9]=3[CH2:8][N:7]([C:16](=[NH:20])[O:17][CH2:18][CH3:19])[CH2:6][C:5]=2[CH:4]=[CH:3][CH:2]=1.[Cl:21][C:22]1[CH:27]=[C:26]([C:28](Cl)=[O:29])[CH:25]=[C:24]([Cl:31])[N:23]=1>>[Cl:21][C:22]1[CH:27]=[C:26]([CH:25]=[C:24]([Cl:31])[N:23]=1)[C:28]([N:20]=[C:16]([N:7]1[CH2:6][C:5]2[CH:4]=[CH:3][CH:2]=[CH:1][C:11]=2[C:10]2[CH:12]=[CH:13][CH:14]=[CH:15][C:9]=2[CH2:8]1)[O:17][CH2:18][CH3:19])=[O:29]. Procedure details: starting from ethyl 5,7-dihydro-6H-dibenz[c,e]azepine-6-carboximidate and 2,6-dichloropyridine-4-carboxylic acid chloride, there is obtained ethyl N-(2,6-dichloroisonicotinoyl)-5,7-dihydro-6H-dibenz[c,e]azepine-6-carboximidate, m.p. 151°-152° C.; The reactants are COC1=CC=CC(=N1)CO ((6-methoxypyridin-2-yl)methanol), II (iodine), N1C=NC=C1 (imidazole), C1(=CC=CC=C1)P(C1=CC=CC=C1)C1=CC=CC=C1 (triphenylphosphine). Run in ClCCl (dichloromethane). Conditions: time 20 minute. Product: ICC1=NC(=CC=C1)OC (2-(iodomethyl)-6-methoxypyridine). Reaction SMILES: [I:1]I.N1C=CN=C1.C1(P(C2C=CC=CC=2)C2C=CC=CC=2)C=CC=CC=1.[CH3:27][O:28][C:29]1[N:34]=[C:33]([CH2:35]O)[CH:32]=[CH:31][CH:30]=1>ClCCl>[I:1][CH2:35][C:33]1[CH:32]=[CH:31][CH:30]=[C:29]([O:28][CH3:27])[N:34]=1. Reported procedure: To a 0° C. solution of iodine (1.094 g, 4.31 mmol) and imidazole (0.294 g, 4.31 mmol) in dichloromethane (10.27 ml) was added portionwise triphenylphosphine (1.131 g, 4.31 mmol). After 20 min of stirring, (6-methoxypyridin-2-yl)methanol (Adesis, New Castle, Del., 0.5 g, 3.59 mmol) was added to the solution. The reaction was allowed to stir for 1 h at 0° C., quenched with water (50 mL) and extracted with Et2O. The combined organics were dried over MgSO4, and concentrated in vacuo. Silica gel chro... The reactants are [Br-], O=C(O)CCCCCCCCCCCCCCBr, CCC(C)[Mg+], C1COCCOCCOCCOCCOCCO1, C1CCOC1, O=S(=O)(O)O. Yields the product CCC(C)CCCCCCCCCCCCCCC(=O)O. As a reaction SMILES: [Br-:37].[Br:1][CH2:2][CH2:3][CH2:4][CH2:5][CH2:6][CH2:7][CH2:8][CH2:9][CH2:10][CH2:11][CH2:12][CH2:13][CH2:14][CH2:15][C:16](=[O:17])[OH:18].[CH:38]([CH3:39])([CH2:40][CH3:41])[Mg+:42].[O:19]1[CH2:20][CH2:21][O:22][CH2:23][CH2:24][O:25][CH2:26][CH2:27][O:28][CH2:29][CH2:30][O:31][CH2:32][CH2:33][O:34][CH2:35][CH2:36]1.[O:43]1[CH2:44][CH2:45][CH2:46][CH2:47]1.[S:48](=[O:49])(=[O:50])([OH:51])[OH:52]>>[CH2:2]([CH2:3][CH2:4][CH2:5][CH2:6][CH2:7][CH2:8][CH2:9][CH2:10][CH2:11][CH2:12][CH2:13][CH2:14][CH2:15][C:16](=[O:17])[OH:18])[CH:38]([CH3:39])[CH2:40][CH3:41]. Reactants: N1(C=NC=C1)C(C(C)C)C1=CC=C(C=C1)NC(CCCC(=O)O)=O ((±)-5-[[4-[1-(1H-imidazol-1-yl)-2-methylpropyl]phenyl]amino]-5-oxopentanoic acid), C(C)O (ethanol), OS(=O)(=O)O (H2SO4). Yields the product N1(C=NC=C1)C(C(C)C)C1=CC=C(C=C1)NC(CCCC(=O)OCC)=O ((±)-ethyl 5-[[4-[1-(1H-imidazol-1-yl)-2-methylpropyl]phenyl]amino]-5-oxopentanoate). Yield: 18.0%. RXN SMILES: [N:1]1([CH:6]([C:10]2[CH:15]=[CH:14][C:13]([NH:16][C:17](=[O:24])[CH2:18][CH2:19][CH2:20][C:21]([OH:23])=[O:22])=[CH:12][CH:11]=2)[CH:7]([CH3:9])[CH3:8])[CH:5]=[CH:4][N:3]=[CH:2]1.OS(O)(=O)=O.[CH2:30](O)[CH3:31]>>[N:1]1([CH:6]([C:10]2[CH:15]=[CH:14][C:13]([NH:16][C:17](=[O:24])[CH2:18][CH2:19][CH2:20][C:21]([O:23][CH2:30][CH3:31])=[O:22])=[CH:12][CH:11]=2)[CH:7]([CH3:9])[CH3:8])[CH:5]=[CH:4][N:3]=[CH:2]1. Procedure details: A mixture of (compound 218) (0.023 mol) in ethanol (200 ml) and H2SO4 (3 ml) was stirred and refluxed for 12 hours. When the reaction was complete, the solvent was evaporated, the residue was taken up in water and extracted with CH2Cl2. The organic layer was dried, filtered and the solvent evaporated. The residue was purified by column chromatography over silica gel (eluent: CH2Cl2/CH3OH/NH4OH 97/3/0.1). The pure fractions were collected and evaporated. The residue was crystallized from 2-butano... Isolated yield 63.9%. The solvent is C(C)O (ethanol). Product: Cl.N(C(=N)N)N=C1CC(CC2=C1C(=CO2)C)C2=CC=C(C=C2)Br (4-guanidinoimino-3-methyl-6-(4-bromophenyl)-4,5,6,7-tetrahydrobenzofuran hydrochloride). Starting materials: CC1=COC2=C1C(CC(C2)C2=CC=C(C=C2)Br)=O (3-methyl-6-(4-bromophenyl)-4,5,6,7-tetrahydrobenzofuran-4-one), C(=N)(N)NN.Cl (aminoguanidine hydrochloride), Cl (hydrochloric acid), O (water). As a reaction SMILES: [CH3:1][C:2]1[C:6]2[C:7](=O)[CH2:8][CH:9]([C:11]3[CH:16]=[CH:15][C:14]([Br:17])=[CH:13][CH:12]=3)[CH2:10][C:5]=2[O:4][CH:3]=1.[C:19]([NH:22][NH2:23])([NH2:21])=[NH:20].[ClH:24].Cl.O>C(O)C>[ClH:24].[NH:22]([N:23]=[C:7]1[C:6]2[C:2]([CH3:1])=[CH:3][O:4][C:5]=2[CH2:10][CH:9]([C:11]2[CH:16]=[CH:15][C:14]([Br:17])=[CH:13][CH:12]=2)[CH2:8]1)[C:19]([NH2:21])=[NH:20] |f:1.2,6.7|. Procedure: A mixture of 3-methyl-6-(4-bromophenyl)-4,5,6,7-tetrahydrobenzofuran-4-one (0.30 g), aminoguanidine hydrochloride (0.11 g), concentrated hydrochloric acid (0.049 ml), water (0.049 ml) and ethanol (30 ml) was refluxed for 2 hours. Under reduced pressure, the solvent was evaporated, and the residue was recrystallized from ethanol to give 4-guanidinoimino-3-methyl-6-(4-bromophenyl)-4,5,6,7-tetrahydrobenzofuran hydrochloride (Compound 35) (0.25 g) as colorless crystals.